Dataset: the Open Reaction Database (ORD), a public repository of structured organic reaction records. Task: describe an organic reaction: reactants, conditions, products, and yield The reactants are [N+](=O)([O-])C1=NN(C=C1)C1=CC(=CC=C1)C(F)(F)F (3-nitro-1-(3-(trifluoromethyl)phenyl)-1H-pyrazole). The reagents and catalysts are [Pd] (Pd/C). The solvent is CO (methanol). Run at time 8 hour. Yields the product FC(C=1C=C(C=CC1)N1N=C(C=C1)N)(F)F (1-(3-(trifluoromethyl)phenyl)-1H-pyrazol-3-amine). The yield is 97.0%. RXN SMILES: [N+:1]([C:4]1[CH:8]=[CH:7][N:6]([C:9]2[CH:14]=[CH:13][CH:12]=[C:11]([C:15]([F:18])([F:17])[F:16])[CH:10]=2)[N:5]=1)([O-])=O>CO.[Pd]>[F:18][C:15]([F:16])([F:17])[C:11]1[CH:10]=[C:9]([N:6]2[CH:7]=[CH:8][C:4]([NH2:1])=[N:5]2)[CH:14]=[CH:13][CH:12]=1. Procedure: Into a 100-mL round-bottom flask, was placed a solution of 3-nitro-1-(3-(trifluoromethyl)phenyl)-1H-pyrazole (7 g, 27.24 mmol, 1.00 equiv) in methanol (30 mL). The mixture was treated with Pd/C (3 g) and stirred under a hydrogen atmosphere overnight at room temperature. The solids were filtered out. The resulting mixture was concentrated under vacuum to yield 6 g (97%) of 1-(3-(trifluoromethyl)phenyl)-1H-pyrazol-3-amine as a white solid. Reactants: FC1=C(OC2=CC=C(C(=O)O)C=C2)C(=CC=C1)F (4-(2,6-difluorophenoxy)benzoic acid), CCN(C(C)C)C(C)C (DIPEA), OC(=O)C(F)(F)F.NCC(=O)N1CCN(CC1)C(C1=C(C=CC=C1)C(F)(F)F)=O (2-amino-1-[4-(2-trifluoromethyl-benzoyl)-piperazin-1-yl]-ethanone TFA salt), C=1C=CC2=C(C1)N=NN2O (HOBT), CCN=C=NCCCN(C)C.Cl (EDCI.HCl). The solvent is O (water), CN(C)C=O (DMF). Conditions: time 2 minute. The product is FC1=C(OC2=CC=C(C(=O)NCC(N3CCN(CC3)C(C3=C(C=CC=C3)C(F)(F)F)=O)=O)C=C2)C(=CC=C1)F (4-(2,6-difluoro-phenoxy)-N-{2-oxo-2-[4-(2-trifluoromethyl-benzoyl)-piperazin-1-yl]-ethyl}-benzamide). Yield: 60.6%. As a reaction SMILES: CCN(C(C)C)C(C)C.OC(C(F)(F)F)=O.[NH2:17][CH2:18][C:19]([N:21]1[CH2:26][CH2:25][N:24]([C:27](=[O:38])[C:28]2[CH:33]=[CH:32][CH:31]=[CH:30][C:29]=2[C:34]([F:37])([F:36])[F:35])[CH2:23][CH2:22]1)=[O:20].C1C=CC2N(O)N=NC=2C=1.CCN=C=NCCCN(C)C.Cl.[F:61][C:62]1[CH:77]=[CH:76][CH:75]=[C:74]([F:78])[C:63]=1[O:64][C:65]1[CH:73]=[CH:72][C:68]([C:69](O)=[O:70])=[CH:67][CH:66]=1>CN(C=O)C.O>[F:61][C:62]1[CH:77]=[CH:76][CH:75]=[C:74]([F:78])[C:63]=1[O:64][C:65]1[CH:73]=[CH:72][C:68]([C:69]([NH:17][CH2:18][C:19](=[O:20])[N:21]2[CH2:22][CH2:23][N:24]([C:27](=[O:38])[C:28]3[CH:33]=[CH:32][CH:31]=[CH:30][C:29]=3[C:34]([F:37])([F:35])[F:36])[CH2:25][CH2:26]2)=[O:70])=[CH:67][CH:66]=1 |f:1.2,4.5|. Reported procedure: DIPEA (46 mg, 0.36 mmol) was added to a stirred solution of 2-amino-1-[4-(2-trifluoromethyl-benzoyl)-piperazin-1-yl]-ethanone TFA salt. (62 mg, 0.14 mmol) in DMF (1 mL). HOBT (19 mg, 0.14 mmol) and EDCI.HCl (28 mg, 0.14 mmol) were then added at room temperature. After 2 minutes, 4-(2,6-difluorophenoxy)benzoic acid (30 mg, 0.12 mmol) was added and the resulting mixture was stirred at room temperature for 4 hrs. Cold water (20 mL) was then added and the product was extracted with EtOAc and the org... Starting materials: Cl.C1(CC1)COC1=C(C=CC(=C1)F)C1=C2C(=NC=C1)C(=C(N2)C)C(=O)NC2CCNCC2 (7-[2-(cyclopropylmethoxy)-4-fluorophenyl]-2-methyl-N-(piperidin-4-yl)-1H-pyrrolo[3,2-b]pyridine-3-carboxamide hydrochloride), C(C)(=O)OCC(=O)Cl (2-chloro-2-oxoethyl acetate). Product: C1(CC1)COC1=C(C=CC(=C1)F)C1=C2C(=NC=C1)C(=C(N2)C)C(=O)NC2CCN(CC2)C(COC)=O (7-[2-(Cyclopropylmethoxy)-4-fluorophenyl]-N-[1-(methoxyacetyl)piperidin-4-yl]-2-methyl-1H-pyrrolo[3,2-b]pyridine-3-carboxamide). As a reaction SMILES: Cl.[CH:2]1([CH2:5][O:6][C:7]2[CH:12]=[C:11]([F:13])[CH:10]=[CH:9][C:8]=2[C:14]2[CH:19]=[CH:18][N:17]=[C:16]3[C:20]([C:24]([NH:26][CH:27]4[CH2:32][CH2:31][NH:30][CH2:29][CH2:28]4)=[O:25])=[C:21]([CH3:23])[NH:22][C:15]=23)[CH2:4][CH2:3]1.[C:33]([O:36][CH2:37][C:38](Cl)=[O:39])(=O)C>>[CH:2]1([CH2:5][O:6][C:7]2[CH:12]=[C:11]([F:13])[CH:10]=[CH:9][C:8]=2[C:14]2[CH:19]=[CH:18][N:17]=[C:16]3[C:20]([C:24]([NH:26][CH:27]4[CH2:28][CH2:29][N:30]([C:38](=[O:39])[CH2:37][O:36][CH3:33])[CH2:31][CH2:32]4)=[O:25])=[C:21]([CH3:23])[NH:22][C:15]=23)[CH2:4][CH2:3]1 |f:0.1|. Procedure details: Starting from 7-[2-(cyclopropylmethoxy)-4-fluorophenyl]-2-methyl-N-(piperidin-4-yl)-1H-pyrrolo[3,2-b]pyridine-3-carboxamide hydrochloride (example D.f4) and commercially available 2-chloro-2-oxoethyl acetate the title compound is obtained as colorless solid. Starting materials: CC(C)(C)OC(=O)c1ccc(Br)cc1NC(=O)c1cncc(-c2ccccc2)c1, CCOC(C)=O, COCCOC, [Na+], [Na+], O=C([O-])[O-], O, O=C(O)CC(O)(CC(=O)O)C(=O)O, c1ccc(P(c2ccccc2)(c2ccccc2)[Pd](P(c2ccccc2)(c2ccccc2)c2ccccc2)(P(c2ccccc2)(c2ccccc2)c2ccccc2)P(c2ccccc2)(c2ccccc2)c2ccccc2)cc1, OB(O)c1cccs1. Product: CC(C)(C)OC(=O)c1ccc(-c2cccs2)cc1NC(=O)c1cncc(-c2ccccc2)c1. As a reaction SMILES: [Br:15][c:16]1[cH:17][c:18]([NH:29][C:30](=[O:31])[c:32]2[cH:33][n:34][cH:35][c:36](-[c:38]3[cH:39][cH:40][cH:41][cH:42][cH:43]3)[cH:37]2)[c:19]([C:20](=[O:21])[O:22][C:23]([CH3:24])([CH3:25])[CH3:26])[cH:27][cH:28]1.[CH3:134][CH2:135][O:136][C:137](=[O:138])[CH3:139].[CH3:140][O:141][CH2:142][CH2:143][O:144][CH3:145].[Na+:10].[Na+:9].[O-:11][C:12](=[O:13])[O-:14].[OH2:146].[OH:44][C:45]([CH2:46][C:47]([C:48](=[O:49])[OH:50])([CH2:51][C:52](=[O:53])[OH:54])[OH:55])=[O:56].[cH:57]1[cH:58][cH:59][c:60]([P:61]([Pd:62]([P:63]([c:64]2[cH:65][cH:66][cH:67][cH:68][cH:69]2)([c:70]2[cH:71][cH:72][cH:73][cH:74][cH:75]2)[c:76]2[cH:77][cH:78][cH:79][cH:80][cH:81]2)([P:82]([c:83]2[cH:84][cH:85][cH:86][cH:87][cH:88]2)([c:89]2[cH:90][cH:91][cH:92][cH:93][cH:94]2)[c:95]2[cH:96][cH:97][cH:98][cH:99][cH:100]2)[P:101]([c:102]2[cH:103][cH:104][cH:105][cH:106][cH:107]2)([c:108]2[cH:109][cH:110][cH:111][cH:112][cH:113]2)[c:114]2[cH:115][cH:116][cH:117][cH:118][cH:119]2)([c:120]2[cH:121][cH:122][cH:123][cH:124][cH:125]2)[c:126]2[cH:127][cH:128][cH:129][cH:130][cH:131]2)[cH:132][cH:133]1.[s:1]1[c:2]([B:6]([OH:7])[OH:8])[cH:3][cH:4][cH:5]1>>[s:1]1[c:2](-[c:16]2[cH:17][c:18]([NH:29][C:30](=[O:31])[c:32]3[cH:33][n:34][cH:35][c:36](-[c:38]4[cH:39][cH:40][cH:41][cH:42][cH:43]4)[cH:37]3)[c:19]([C:20](=[O:21])[O:22][C:23]([CH3:24])([CH3:25])[CH3:26])[cH:27][cH:28]2)[cH:3][cH:4][cH:5]1. Reactants: O=O (O2), C(#N)C=1C=CC2=C(C(=CC(O2)(C)C)C2=[N+](C=CC=C2)[O-])C1 (2-(6-cyano-2,2-dimethyl-2H-1-benzopyran-4-yl)pyridine 1-oxide), C1(=CC=CC=C1)C (toluene), [Rh(COD)2 ]BF4. Solvent: ClCCl (dichloromethane). Run at time 20 hour. The product is C(#N)C=1C=CC2=C([C@@H](CC(O2)(C)C)C2=[N+](C=CC=C2)[O-])C1 ((R)-2-(6-Cyano-3,4-dihydro-2,2-dimethyl-2H-1-benzopyran-4yl)-pyridine 1-oxide). As a reaction SMILES: [C:1]([C:3]1[CH:4]=[CH:5][C:6]2[O:11][C:10]([CH3:13])([CH3:12])[CH:9]=[C:8]([C:14]3[CH:19]=[CH:18][CH:17]=[CH:16][N+:15]=3[O-:20])[C:7]=2[CH:21]=1)#[N:2].C1(C)C=CC=CC=1.O=O>ClCCl>[C:1]([C:3]1[CH:4]=[CH:5][C:6]2[O:11][C:10]([CH3:13])([CH3:12])[CH2:9][C@@H:8]([C:14]3[CH:19]=[CH:18][CH:17]=[CH:16][N+:15]=3[O-:20])[C:7]=2[CH:21]=1)#[N:2]. Procedure: 100 mg (359 mmol) of 2-(6-cyano-2,2-dimethyl-2H-1-benzopyran-4-yl)pyridine 1-oxide, 9 ml of toluene, 1 ml of dichloromethane, 5.8 mg (14.4 mmol) of [Rh(COD)2 ]BF4 and 6.1 mg (14,4 mmol) of (R)-BIPHAS were placed in a 30 ml autoclave in a glove box (O2 content <1 ppm). The autoclave was sealed and the hydrogenation was carried out at 40° while stirring and a pressure of 40 bar. The hydrogenation was interrupted after 20 h. In order to determine the e.e. value and the conversion, a sample of the h... The reactants are FC(C(C(F)(F)F)(OCOC)C=1C=C(C=CC1[Sn](CCCC)(CCCC)CCCC)CNC)(F)F ((3-(1,1,1,3,3,3-hexafluoro-2-(methoxymethoxy)propan-2-yl)-4-(tributyl-stannyl)phenyl)-N-methylmethanamine), C1(CCC(=O)O1)=O (succinic anhydride). Solvent: C1CCOC1 (THF). Reaction conditions: time 8 hour. Yields the product FC(C(C(F)(F)F)(OCOC)C=1C=C(CN(C(CCC(=O)O)=O)C)C=CC1[Sn](CCCC)(CCCC)CCCC)(F)F (4-((3-(1,1,1,3,3,3-hexafluoro-2-(methoxymethoxy)propan-2-yl)-4-(tri butyl-stannyl)benzyl)(methyl)amino)-4-oxobutanoic acid). The yield is 89.7%. As a reaction SMILES: [F:1][C:2]([F:35])([F:34])[C:3]([C:12]1[CH:13]=[C:14]([CH2:31][NH:32][CH3:33])[CH:15]=[CH:16][C:17]=1[Sn:18]([CH2:27][CH2:28][CH2:29][CH3:30])([CH2:23][CH2:24][CH2:25][CH3:26])[CH2:19][CH2:20][CH2:21][CH3:22])([O:8][CH2:9][O:10][CH3:11])[C:4]([F:7])([F:6])[F:5].[C:36]1(=[O:42])[O:41][C:39](=[O:40])[CH2:38][CH2:37]1>C1COCC1>[F:35][C:2]([F:1])([F:34])[C:3]([C:12]1[CH:13]=[C:14]([CH:15]=[CH:16][C:17]=1[Sn:18]([CH2:23][CH2:24][CH2:25][CH3:26])([CH2:27][CH2:28][CH2:29][CH3:30])[CH2:19][CH2:20][CH2:21][CH3:22])[CH2:31][N:32]([CH3:33])[C:39](=[O:40])[CH2:38][CH2:37][C:36]([OH:41])=[O:42])([O:8][CH2:9][O:10][CH3:11])[C:4]([F:7])([F:6])[F:5]. Reported procedure: Compound 14 (114 mg, 184 μmol) was dissolved in freshly distilled THF (3 mL) under nitrogen atmosphere and succinic anhydride (37 mg, 368 μmol) was added. After overnight at 20° C., the solvent was removed under reduced pressure and dissolved in n-hexane. The white precipitate was removed by filtration and the filtrate evaporated to dryness. The residue was purified over silica gel by dichloromethane/methanol (95/5) to give 119 mg (165 μmol, 90% yield) of a colorless oil. Reactants: CC(=O)O, O=C1CCC(=O)N1Cl, COc1cccc(C(=O)O)c1O. The product is COc1cc(Cl)cc(C(=O)O)c1O. Reaction SMILES: [CH3:21][C:22](=[O:23])[OH:24].[Cl:13][N:14]1[C:15](=[O:16])[CH2:17][CH2:18][C:19]1=[O:20].[OH:1][c:2]1[c:3]([C:4](=[O:5])[OH:6])[cH:7][cH:8][cH:9][c:10]1[O:11][CH3:12]>>[OH:1][c:2]1[c:3]([C:4](=[O:5])[OH:6])[cH:7][c:8]([Cl:13])[cH:9][c:10]1[O:11][CH3:12].